This data is from the Open Reaction Database (ORD), a public repository of structured organic reaction records. The task is: describe an organic reaction: reactants, conditions, products, and yield Conditions: temperature 65 celsius, time 7.5 hour. As a reaction SMILES: [C:1]([OH:7])(=[O:6])[CH2:2][C:3](O)=O.[OH:8][C:9]1[CH:16]=[CH:15][C:12](C=O)=[CH:11][CH:10]=1.NC1C=CC=CC=1.Cl>N1C=CC=CC=1>[CH:11]1[C:12](/[CH:3]=[CH:2]/[C:1]([OH:7])=[O:6])=[CH:15][CH:16]=[C:9]([OH:8])[CH:10]=1. Solvent: N1=CC=CC=C1 (pyridine). Reported procedure: Malonic acid, 813 g, was added to p-hydroxy benzaldehyde, 472 g, in pyridine, 957 ml. The mixture was heated to 65° C. and aniline, 28 ml, was added. The reaction was stirred at 65° C. for 7.5 hours and then cooled to room temperature. HCl, 2.75 L, 2N HCl, was then added dropwise while the reaction stirred A creamy precipitate formed. The reaction was stirred for an additional 10 minutes. The precipitate was collected by filtration and dried under reduced pressure. The solid was identified as co... The yield is 80.0%. Reactants: C(CC(=O)O)(=O)O (Malonic acid), OC1=CC=C(C=O)C=C1 (p-hydroxy benzaldehyde), NC1=CC=CC=C1 (aniline), Cl (HCl), Cl (HCl). Yields the product C1=CC(=CC=C1/C=C/C(=O)O)O (Coumaric Acid). The reactants are BrCC(C(C(=O)O)=NOC)=O (4-bromo-2-methoxyiminoacetoacetic acid), Cl.NC1[C@@H]2N(C(=C(CS2)C=C)C(=O)OC(C2=CC=CC=C2)C2=CC=CC=C2)C1=O (benzhydryl 7-amino-3-vinyl-3-cephem-4-carboxylate hydrochloride), C[Si](C)(C)CC(=O)N (trimethylsilylacetamide), P(=O)(Cl)(Cl)Cl (phosphorus oxychloride). Run in C(C)(=O)OCC (ethyl acetate), O (water), C(C)(=O)OCC (ethyl acetate), C(C)(=O)OCC (ethyl acetate), CN(C=O)C (N,N-dimethylformamide). Yields the product BrCC(C(C(=O)NC1[C@@H]2N(C(=C(CS2)C=C)C(=O)OC(C2=CC=CC=C2)C2=CC=CC=C2)C1=O)=NOC)=O (benzhydryl 7-(4-bromo-2-methoxyiminoacetoacetamido)-3-vinyl-3-cephem-4 -carboxylate). Yield: 83.3%. Reaction SMILES: P(Cl)(Cl)(Cl)=O.[Br:6][CH2:7][C:8](=[O:16])[C:9](=[N:13][O:14][CH3:15])[C:10]([OH:12])=O.Cl.[NH2:18][CH:19]1[C:44](=[O:45])[N:21]2[C:22]([C:28]([O:30][CH:31]([C:38]3[CH:43]=[CH:42][CH:41]=[CH:40][CH:39]=3)[C:32]3[CH:37]=[CH:36][CH:35]=[CH:34][CH:33]=3)=[O:29])=[C:23]([CH:26]=[CH2:27])[CH2:24][S:25][C@H:20]12.C[Si](CC(N)=O)(C)C>C(OCC)(=O)C.O.CN(C)C=O>[Br:6][CH2:7][C:8](=[O:16])[C:9](=[N:13][O:14][CH3:15])[C:10]([NH:18][CH:19]1[C:44](=[O:45])[N:21]2[C:22]([C:28]([O:30][CH:31]([C:32]3[CH:33]=[CH:34][CH:35]=[CH:36][CH:37]=3)[C:38]3[CH:43]=[CH:42][CH:41]=[CH:40][CH:39]=3)=[O:29])=[C:23]([CH:26]=[CH2:27])[CH2:24][S:25][C@H:20]12)=[O:12] |f:2.3|. Procedure details: Vilsmeir reagent, which was prepared from N,N-dimethylformamide (0.48 g) and phosphorus oxychloride (1.0 g), was suspended in ethyl acetate (20 ml), and thereto was added 4-bromo-2-methoxyiminoacetoacetic acid (syn isomer) (1.34 g) under ice-cooling, followed by stirring at the same temperature for half an hour to prepare the activated acid solution. This solution was added to a solution of benzhydryl 7-amino-3-vinyl-3-cephem-4-carboxylate hydrochloride (2.15 g) and trimethylsilylacetamide (3.93... Starting materials: C(C)(=O)NC=1SC(=CN1)SC1=CC=NC=C1 (2-acetylamino-5-(4-pyridylthio)thiazole), Cl (hydrochloric acid). The solvent is C(C)(=O)O (acetic acid). Yields the product NC=1SC(=CN1)SC1=CC=NC=C1 (2-amino-5-(4-pyridylthio)thiazole). Yield: 69.0%. As a reaction SMILES: C([NH:4][C:5]1[S:6][C:7]([S:10][C:11]2[CH:16]=[CH:15][N:14]=[CH:13][CH:12]=2)=[CH:8][N:9]=1)(=O)C.Cl>C(O)(=O)C>[NH2:4][C:5]1[S:6][C:7]([S:10][C:11]2[CH:16]=[CH:15][N:14]=[CH:13][CH:12]=2)=[CH:8][N:9]=1. Reported procedure: A mixture of 2-acetylamino-5-(4-pyridylthio)thiazole (4.7 g), acetic acid (35 ml) and 6N-aqueous hydrochloric acid (10 ml) was refluxed for 2 hours with stirring. The reaction mixture was concentrated under reduced pressure and the residue was dissolved in water. The solution was adjusted pH 8.5 using aqueous sodium bicarbonate under ice cooling. The precipitates were collected by filtration, washed with water and dried in vacuo to give 2-amino-5-(4-pyridylthio)thiazole (2.7 g, yield: 69.5%). mp... Reactants: C(C)(=O)[O-].[Ba+2].C(C)(=O)[O-] (barium acetate), S(=O)(=O)([O-])[O-].[Na+].[Na+] (sodium sulfate), ion-exchanged, Cl (hydrochloric acid). The solvent is O (water). Reaction conditions: temperature 85 celsius. Product: C(C)(=O)[O-].[Ba+2].C(C)(=O)[O-] (barium acetate), S(=O)(=O)([O-])[O-].[Na+].[Na+] (sodium sulfate), S(=O)(=O)([O-])[O-].[Ba+2] (barium sulfate). RXN SMILES: [C:1]([O-:4])(=[O:3])[CH3:2].[Ba+2:5].[C:6]([O-:9])(=[O:8])[CH3:7].[S:10]([O-:14])([O-:13])(=[O:12])=[O:11].[Na+:15].[Na+].Cl>O>[C:1]([O-:4])(=[O:3])[CH3:2].[Ba+2:5].[C:6]([O-:9])(=[O:8])[CH3:7].[S:10]([O-:14])([O-:13])(=[O:12])=[O:11].[Na+:15].[Na+:15].[S:10]([O-:14])([O-:13])(=[O:12])=[O:11].[Ba+2:5] |f:0.1.2,3.4.5,8.9.10,11.12.13,14.15|. Procedure details: Aqueous solutions of barium acetate (0.02 mol/1) and sodium sulfate (0.02mol/1) were prepared by dissolving 11.043 gm of barium acetate (special reagent grade) and 2.926 gm of sodium sulfate (special reagent grade) into 2,000 gm of ion-exchanged water. The two solutions were heated at 85° C. and mixed together. The mixture was adjusted to pH 3.0 by an addition of 5.3 cc of concentrated hydrochloric acid, followed by the reaction in the same manner as in Example 1 to obtain 6.53 gm of barium sulf... The reactants are C=CCOc1cc(O)c(C(=O)OC)cc1C(C)C, CO, [K+], [OH-], O. The product is C=CCOc1cc(O)c(C(=O)O)cc1C(C)C. Reaction SMILES: [CH2:3]([CH:4]=[CH2:5])[O:6][c:7]1[cH:8][c:9]([OH:20])[c:10]([C:11](=[O:12])[O:13][CH3:14])[cH:15][c:16]1[CH:17]([CH3:18])[CH3:19].[CH3:21][OH:22].[K+:2].[OH-:1].[OH2:23]>>[CH2:3]([CH:4]=[CH2:5])[O:6][c:7]1[cH:8][c:9]([OH:20])[c:10]([C:11](=[O:12])[OH:13])[cH:15][c:16]1[CH:17]([CH3:18])[CH3:19]. The reactants are NC12CCC(CC1)(CC2)C2=NC=1N(C(N(C(C1N2)=O)CCC)=O)CCC (8-(4-Amino-bicyclo[2.2.2]oct-1-yl)-1,3-dipropyl-3,7-dihydro-purine-2,6-dione), S1C(=CC=C1)C=O (thiophene-2-carboxaldehyde), C(C)(=O)O[BH-](OC(C)=O)OC(C)=O.[Na+] (sodium triacetoxyborohydride). The reagents and catalysts are C(C)(=O)O (acetic acid). Solvent: C(Cl)Cl (CH2Cl2). Conditions: time 24 hour. Product: C(CC)N1C(N(C=2N=C(NC2C1=O)C12CCC(CC1)(CC2)NCC=2SC=CC2)CCC)=O (1,3-Dipropyl-8-{4-[(thiophen-2-ylmethyl)-amino]-bicyclo [2.2.2]oct-1-yl}-3,7-dihydro-purine-2,6-dione). As a reaction SMILES: [NH2:1][C:2]12[CH2:9][CH2:8][C:5]([C:10]3[NH:18][C:17]4[C:16](=[O:19])[N:15]([CH2:20][CH2:21][CH3:22])[C:14](=[O:23])[N:13]([CH2:24][CH2:25][CH3:26])[C:12]=4[N:11]=3)([CH2:6][CH2:7]1)[CH2:4][CH2:3]2.[S:27]1[CH:31]=[CH:30][CH:29]=[C:28]1[CH:32]=O.C(O[BH-](OC(=O)C)OC(=O)C)(=O)C.[Na+]>C(Cl)Cl.C(O)(=O)C>[CH2:20]([N:15]1[C:16](=[O:19])[C:17]2[NH:18][C:10]([C:5]34[CH2:8][CH2:9][C:2]([NH:1][CH2:32][C:28]5[S:27][CH:31]=[CH:30][CH:29]=5)([CH2:7][CH2:6]3)[CH2:3][CH2:4]4)=[N:11][C:12]=2[N:13]([CH2:24][CH2:25][CH3:26])[C:14]1=[O:23])[CH2:21][CH3:22] |f:2.3|. Reported procedure: To a solution of 100 mg of 8-(4-Amino-bicyclo[2.2.2]oct-1-yl)-1,3-dipropyl-3,7-dihydro-purine-2,6-dione (Example 20) (0.28 mmol) and 37 mg of thiophene-2-carboxaldehyde (0.33 mmol) in CH2Cl2 (5 ml) was added 5 drops of glacial acetic acid and 100 mg of sodium triacetoxyborohydride (0.47 mmol). Complete conversion occurs over 24 h at rt. The reaction mixture was quenched with 2 ml of ethanol and 2 ml of 2N HCl and then concentrated in vacuo to afford a colorless oil which was purified from anhydr... Starting materials: CCCN1CC(=O)C(C(=O)OCC)C1=O, CCCN1CC(=O)CC1=O, CC#N, Cc1ccccc1, CCCCCc1scc(C(=O)OC)c1N, O, Cc1ccccc1. Product: CCCCCc1scc(C(=O)OC)c1NC1=CC(=O)N(CCC)C1. As a reaction SMILES: [C:1]([O:3][CH2:4][CH3:5])([CH:6]1[C:7](=[O:15])[N:8]([CH2:12][CH2:13][CH3:14])[CH2:9][C:10]1=[O:2])=[O:11].[CH2:16]([N:17]1[CH2:18][C:19](=[O:20])[CH2:21][C:22]1=[O:23])[CH2:24][CH3:25].[CH3:49][C:50]#[N:51].[CH3:52][c:53]1[cH:54][cH:55][cH:56][cH:57][cH:58]1.[NH2:26][c:27]1[c:28]([CH2:36][CH2:37][CH2:38][CH2:39][CH3:40])[s:29][cH:30][c:31]1[C:32](=[O:33])[O:34][CH3:35].[OH2:48].[c:41]1([CH3:42])[cH:43][cH:44][cH:45][cH:46][cH:47]1>>[CH:6]1=[C:10]([NH:26][c:27]2[c:28]([CH2:36][CH2:37][CH2:38][CH2:39][CH3:40])[s:29][cH:30][c:31]2[C:32](=[O:33])[O:34][CH3:35])[CH2:9][N:8]([CH2:12][CH2:13][CH3:14])[C:7]1=[O:15].